Dataset: the Open Reaction Database (ORD), a public repository of structured organic reaction records. Task: describe an organic reaction: reactants, conditions, products, and yield The reactants are O=C([O-])[O-], COc1ccc(-c2nnc(Nc3ccc(O)cc3)c3ccccc23)cc1, COc1cnc2c(Cl)ccnc2c1, [Cs+], [Cs+], CN(C)C=O, O. The product is COc1ccc(-c2nnc(Nc3ccc(Oc4ccnc5cc(OC)cnc45)cc3)c3ccccc23)cc1. Reaction SMILES: [C:27](=[O:28])([O-:29])[O-:30].[CH3:1][O:2][c:3]1[cH:4][cH:5][c:6](-[c:9]2[n:10][n:11][c:12]([NH:19][c:20]3[cH:21][cH:22][c:23]([OH:26])[cH:24][cH:25]3)[c:13]3[cH:14][cH:15][cH:16][cH:17][c:18]23)[cH:7][cH:8]1.[Cl:33][c:34]1[cH:35][cH:36][n:37][c:38]2[cH:39][c:40]([O:44][CH3:45])[cH:41][n:42][c:43]12.[Cs+:31].[Cs+:32].[O:46]=[CH:47][N:48]([CH3:49])[CH3:50].[OH2:51]>>[CH3:1][O:2][c:3]1[cH:4][cH:5][c:6](-[c:9]2[n:10][n:11][c:12]([NH:19][c:20]3[cH:21][cH:22][c:23]([O:26][c:34]4[cH:35][cH:36][n:37][c:38]5[cH:39][c:40]([O:44][CH3:45])[cH:41][n:42][c:43]45)[cH:24][cH:25]3)[c:13]3[cH:14][cH:15][cH:16][cH:17][c:18]23)[cH:7][cH:8]1. Reactants: N([C@@H](C(C)C)C(=O)N1[C@H](C(=O)N[C@@H](C(C)C)C(=O)N2[C@H](C(=O)OC(C)(C)C)CCC2)CCC1)C(=O)OCC1=CC=CC=C1 (Z-Val-Pro-Val-Pro-OtBu), FC(C(=O)O)(F)F (trifluoroacetic acid). Run in ClCCl (dichloromethane). Conditions: time 3 hour. Yields the product N([C@@H](C(C)C)C(=O)N1[C@H](C(=O)N[C@@H](C(C)C)C(=O)N2[C@H](C(=O)O)CCC2)CCC1)C(=O)OCC1=CC=CC=C1 (Z-Val-Pro-Val-Pro-OH). The yield is 84.0%. RXN SMILES: [NH:1]([C:34]([O:36][CH2:37][C:38]1[CH:43]=[CH:42][CH:41]=[CH:40][CH:39]=1)=[O:35])[C@H:2]([C:6]([N:8]1[CH2:33][CH2:32][CH2:31][C@H:9]1[C:10]([NH:12][C@H:13]([C:17]([N:19]1[CH2:30][CH2:29][CH2:28][C@H:20]1[C:21]([O:23]C(C)(C)C)=[O:22])=[O:18])[CH:14]([CH3:16])[CH3:15])=[O:11])=[O:7])[CH:3]([CH3:5])[CH3:4].FC(F)(F)C(O)=O>ClCCl>[NH:1]([C:34]([O:36][CH2:37][C:38]1[CH:39]=[CH:40][CH:41]=[CH:42][CH:43]=1)=[O:35])[C@H:2]([C:6]([N:8]1[CH2:33][CH2:32][CH2:31][C@H:9]1[C:10]([NH:12][C@H:13]([C:17]([N:19]1[CH2:30][CH2:29][CH2:28][C@H:20]1[C:21]([OH:23])=[O:22])=[O:18])[CH:14]([CH3:16])[CH3:15])=[O:11])=[O:7])[CH:3]([CH3:4])[CH3:5]. Procedure details: A solution of Z-Val-Pro-Val-Pro-OtBu [SEQ ID No: 9] (1.1 mmol) was treated with trifluoroacetic acid (2.76 mL, 3.58 mmol) in dichloromethane (4.85 mL), the reaction was stirred at room temperature for 3 h. Then, the solution was evaporated to dryness and the residue was lyophilized to give Y (84% yield). Reactants: O1C(=CC2=C1C=CC=C2)CO (2-benzofuranylmethanol), S(=O)(Cl)Cl (thionyl chloride), O (water). The solvent is C(Cl)(Cl)Cl (chloroform), ClCCl (dichloromethane). Yields the product ClCC=1OC2=C(C1)C=CC=C2 (2-(Chloromethyl)benzofuran). Yield: 80.0%. As a reaction SMILES: [O:1]1[C:5]2[CH:6]=[CH:7][CH:8]=[CH:9][C:4]=2[CH:3]=[C:2]1[CH2:10]O.S(Cl)([Cl:14])=O.O>C(Cl)(Cl)Cl.ClCCl>[Cl:14][CH2:10][C:2]1[O:1][C:5]2[CH:6]=[CH:7][CH:8]=[CH:9][C:4]=2[CH:3]=1. Procedure details: A three-necked flask is charged with 33.2 g of 2-benzofuranylmethanol dissolved in 450 ml of anhydrous chloroform, 48.8 ml of thionyl chloride are then introduced dropwise and the temperature is raised gently to reflux and maintained for 3 hours 30 minutes. The reaction medium is then cooled and poured into 1 1 of water, and is thereafter diluted with 500 ml of dichloromethane. After settling has taken place, the organic phase is washed to neutrality and dried over anhydrous magnesium sulfate, t... The reactants are O=C([O-])O, CO, Cl, O=[N+]([O-])c1cc(C(F)(F)F)ccc1N1CCc2ccccc2C1, [Na+], Cl[Sn]Cl. The product is Nc1cc(C(F)(F)F)ccc1N1CCc2ccccc2C1. As a reaction SMILES: [C:28](=[O:29])([OH:30])[O-:31].[CH3:33][OH:34].[ClH:1].[N+:5]([O-:6])(=[O:7])[c:8]1[c:9]([N:18]2[CH2:19][c:20]3[cH:21][cH:22][cH:23][cH:24][c:25]3[CH2:26][CH2:27]2)[cH:10][cH:11][c:12]([C:14]([F:15])([F:16])[F:17])[cH:13]1.[Na+:32].[Sn:2]([Cl:3])[Cl:4]>>[NH2:5][c:8]1[c:9]([N:18]2[CH2:19][c:20]3[cH:21][cH:22][cH:23][cH:24][c:25]3[CH2:26][CH2:27]2)[cH:10][cH:11][c:12]([C:14]([F:15])([F:16])[F:17])[cH:13]1. The reactants are CCOC(=O)Cc1cc(C)c(C(=O)c2ccc(Cl)cc2)n1C, Cl, [Na+], [OH-]. Product: Cc1cc(CC(=O)O)n(C)c1C(=O)c1ccc(Cl)cc1. As a reaction SMILES: [Cl:1][c:2]1[cH:3][cH:4][c:5]([C:6](=[O:7])[c:8]2[c:9]([CH3:20])[cH:10][c:11]([CH2:14][C:15](=[O:16])[O:17][CH2:18][CH3:19])[n:12]2[CH3:13])[cH:21][cH:22]1.[ClH:25].[Na+:24].[OH-:23]>>[Cl:1][c:2]1[cH:3][cH:4][c:5]([C:6](=[O:7])[c:8]2[c:9]([CH3:20])[cH:10][c:11]([CH2:14][C:15](=[O:16])[OH:17])[n:12]2[CH3:13])[cH:21][cH:22]1. The reactants are O=C([O-])[O-], CCOC(=O)c1cc2cc(OCCCOC)cc(NS(=O)(=O)c3ccccn3)c2[nH]1, CN(C)C=O, CI, [K+], [K+], O. Product: CCOC(=O)c1cc2cc(OCCCOC)cc(N(C)S(=O)(=O)c3ccccn3)c2[nH]1. Reaction SMILES: [C:31](=[O:32])([O-:33])[O-:34].[CH3:1][O:2][CH2:3][CH2:4][CH2:5][O:6][c:7]1[cH:8][c:9]2[cH:10][c:11]([C:26](=[O:27])[O:28][CH2:29][CH3:30])[nH:12][c:13]2[c:14]([NH:16][S:17](=[O:18])(=[O:19])[c:20]2[n:21][cH:22][cH:23][cH:24][cH:25]2)[cH:15]1.[CH3:37][N:38]([CH3:39])[CH:40]=[O:41].[CH3:42][I:43].[K+:35].[K+:36].[OH2:44]>>[CH3:1][O:2][CH2:3][CH2:4][CH2:5][O:6][c:7]1[cH:8][c:9]2[cH:10][c:11]([C:26](=[O:27])[O:28][CH2:29][CH3:30])[nH:12][c:13]2[c:14]([N:16]([S:17](=[O:18])(=[O:19])[c:20]2[n:21][cH:22][cH:23][cH:24][cH:25]2)[CH3:31])[cH:15]1.